The task is: describe an organic reaction: reactants, conditions, products, and yield. This data is from the Open Reaction Database (ORD), a public repository of structured organic reaction records. Reactants: COCCOC, ClCCl, Nc1nccs1, O=C(O)c1cccc(-c2c(O)ccc3cc(-c4cccc(O)c4)ccc23)c1, O=S(Cl)Cl. The product is O=C(Nc1nccs1)c1cccc(-c2c(O)ccc3cc(-c4cccc(O)c4)ccc23)c1. As a reaction SMILES: [CH3:38][O:39][CH2:40][CH2:41][O:42][CH3:43].[Cl:44][CH2:45][Cl:46].[NH2:32][c:33]1[s:34][cH:35][cH:36][n:37]1.[OH:1][c:2]1[c:3](-[c:19]2[cH:20][c:21]([C:22](=[O:23])[OH:24])[cH:25][cH:26][cH:27]2)[c:4]2[cH:5][cH:6][c:7](-[c:12]3[cH:13][c:14]([OH:18])[cH:15][cH:16][cH:17]3)[cH:8][c:9]2[cH:10][cH:11]1.[S:28]([Cl:29])([Cl:30])=[O:31]>>[OH:1][c:2]1[c:3](-[c:19]2[cH:20][c:21]([C:22](=[O:23])[NH:32][c:33]3[s:34][cH:35][cH:36][n:37]3)[cH:25][cH:26][cH:27]2)[c:4]2[cH:5][cH:6][c:7](-[c:12]3[cH:13][c:14]([OH:18])[cH:15][cH:16][cH:17]3)[cH:8][c:9]2[cH:10][cH:11]1. Reactants: [H][H] (hydrogen), C(C1=CC=CC=C1)OC1=C(C=CC=C1)C=CC=CC1=CC=CC=C1 (1-(2-benzyloxyphenyl)-4-phenylbutadiene). Reagents/catalysts: [Pd] (palladium-on-charcoal). Solvent: C(C)O (ethanol). The product is C1(=CC=CC=C1)CCCCC1=C(C=CC=C1)O (2-(4-Phenylbutyl)phenol). The yield is 94.4%. RXN SMILES: C([O:8][C:9]1[CH:14]=[CH:13][CH:12]=[CH:11][C:10]=1[CH:15]=[CH:16][CH:17]=[CH:18][C:19]1[CH:24]=[CH:23][CH:22]=[CH:21][CH:20]=1)C1C=CC=CC=1.[H][H]>[Pd].C(O)C>[C:19]1([CH2:18][CH2:17][CH2:16][CH2:15][C:10]2[CH:11]=[CH:12][CH:13]=[CH:14][C:9]=2[OH:8])[CH:20]=[CH:21][CH:22]=[CH:23][CH:24]=1. Procedure details: The whole of this 1-(2-benzyloxyphenyl)-4-phenylbutadiene was mixed with 300 ml of ethanol, and the mixture was stirred at 60° C. for 5 hours in an atmosphere of hydrogen and in the presence of 1 g of 5% w/w palladium-on-charcoal. At the end of this time, the catalyst was removed by filtration, and the filtrate was concentrated by evaporation under reduced pressure. The resulting residue was purified by column chromatography through silica gel, using a 8:1 by volume mixture of hexane and ethyl a... The reactants are BrC=1C(=C(C(=O)OC)C=CC1)C (methyl 3-bromo-2-methylbenzoate), BrN1C(CCC1=O)=O (N-bromosuccinimide), N(=NC(C#N)(C)C)C(C#N)(C)C (2,2′-azobis(isobutyronitrile)). Solvent: C(Cl)(Cl)(Cl)Cl (carbon tetrachloride). Product: BrC=1C(=C(C(=O)OC)C=CC1)CBr (methyl 3-bromo-2-(bromomethyl)benzoate). Yield: 96.0%. As a reaction SMILES: [Br:1][C:2]1[C:3]([CH3:12])=[C:4]([CH:9]=[CH:10][CH:11]=1)[C:5]([O:7][CH3:8])=[O:6].[Br:13]N1C(=O)CCC1=O.N(C(C)(C)C#N)=NC(C)(C)C#N>C(Cl)(Cl)(Cl)Cl>[Br:1][C:2]1[C:3]([CH2:12][Br:13])=[C:4]([CH:9]=[CH:10][CH:11]=1)[C:5]([O:7][CH3:8])=[O:6]. Procedure details: A solution of methyl 3-bromo-2-methylbenzoate (1.00 g), N-bromosuccinimide (855 mg) and 2,2′-azobis(isobutyronitrile) (71.8 mg) in carbon tetrachloride (50 ml) was heated under reflux for 8 h. The reaction mixture was concentrated, and the residue was diluted with ethyl acetate, washed with saturated aqueous sodium hydrogen carbonate and saturated brine and dried over anhydrous magnesium sulfate. The solvent was evaporated under reduced pressure and the residue was purified by column chomatograp... The reactants are C1(CCCCC1)C(Br)C(=O)C(C1CCCCC1)Br (Cyclohexylbromomethylketone), NC(=S)N (thiourea). The solvent is C(C)O (ethanol). Product: NC=1SC=C(N1)C1CCCCC1 (2-Amino-4-cyclohexylthiazole). As a reaction SMILES: [CH:1]1([CH:7]([C:9](C(Br)C2CCCCC2)=O)Br)[CH2:6][CH2:5][CH2:4][CH2:3][CH2:2]1.[NH2:19][C:20]([NH2:22])=[S:21]>C(O)C>[NH2:22][C:20]1[S:21][CH:9]=[C:7]([CH:1]2[CH2:6][CH2:5][CH2:4][CH2:3][CH2:2]2)[N:19]=1. Reported procedure: Cyclohexylbromomethylketone (49 g., 0.24 mole) was added to a slurry of thiourea (20.1 g., 0.26 mole) in 250 ml. of ethanol and the mixture heated to reflux. The resulting solution was refluxed for 2 hours, cooled to room temperature and evaporated in vacuo to an oil. The oil was taken up in 100 ml. of water, the solution made basic with concentrated ammonium hydroxide and crude product recovered in two crops by filtration. Crude product was recrystallized from cyclohexane to yield purified 2-am... Reaction SMILES: [C:1]([O:2][C:3](=[O:4])[NH:7][CH2:8][CH2:9][NH:10][c:11]1[s:12][c:13]([CH3:17])[c:14]([CH3:16])[n:15]1)([CH3:5])([CH3:6])[CH3:18].[CH2:26]([Cl:27])[Cl:28].[F:19][C:20]([F:21])([F:22])[C:23]([OH:24])=[O:25]>>[NH2:7][CH2:8][CH2:9][NH:10][c:11]1[s:12][c:13]([CH3:17])[c:14]([CH3:16])[n:15]1. Starting materials: Cc1nc(NCCNC(=O)OC(C)(C)C)sc1C, ClCCl, O=C(O)C(F)(F)F. Product: Cc1nc(NCCN)sc1C.